The task is: describe an organic reaction: reactants, conditions, products, and yield. This data is from the Open Reaction Database (ORD), a public repository of structured organic reaction records. The reactants are O([Si](C)(C)C(C)(C)C)[C@@](C(C(=O)OS(=O)(=O)C)(F)F)(O)[C@H](O)C(O)O[Si](C)(C)C(C)(C)C (3,5-bis(t-butyldimethylsiloxy)-1-methanesulfonyloxy-2-desoxy-2,2-difluororibose), C[Si](C)(C)N(C1=NC(N(C=C1I)[Si](C)(C)C)=O)[Si](C)(C)C (tris-trimethylsilyl-5-iodocytosine), CO (methanol), FC(S(=O)(=O)O[Si](C)(C)C)(F)F (trifluoromethanesulfonyloxytrimethylsilane). Solvent: ClCCCl (1,2-dichloroethane). Run at time 30 minute. Product: NC1=NC(N(C=C1I)C(=O)C([C@H](O)[C@H](O)CO)(F)F)=O (1-(4-amino-5-iodo-2-oxo-1H-pyrimidin-1-yl)-2-desoxy-2,2-difluororibose). The yield is 1.8%. Reaction SMILES: O([C@:9]([C@@H:21]([CH:23]([O:25][Si](C(C)(C)C)(C)C)O)[OH:22])([OH:20])[C:10]([F:19])([F:18])[C:11]([O:13]S(C)(=O)=O)=O)[Si](C(C)(C)C)(C)C.C[Si]([N:37]([Si](C)(C)C)[C:38]1[C:43]([I:44])=[CH:42][N:41]([Si](C)(C)C)[C:40](=[O:49])[N:39]=1)(C)C.FC(F)(F)S(O[Si](C)(C)C)(=O)=O.CO>ClCCCl>[NH2:37][C:38]1[C:43]([I:44])=[CH:42][N:41]([C:11]([C:10]([F:18])([F:19])[C@@H:9]([C@@H:21]([CH2:23][OH:25])[OH:22])[OH:20])=[O:13])[C:40](=[O:49])[N:39]=1. Procedure details: To 1.99 g (0.0042 mol) of 3,5-bis(t-butyldimethylsiloxy)-1-methanesulfonyloxy-2-desoxy-2,2-difluororibose in 35 ml of dry 1,2-dichloroethane was added 2.08 g (0.0046 mol) of tris-trimethylsilyl-5-iodocytosine followed by 1.11 g (0.005 mol) of trifluoromethanesulfonyloxytrimethylsilane. The reaction mixture was refluxed for about 16 hours under a nitrogen atmosphere and cooled to room temperature. Five milliliters of methanol were added to the reaction mixture and the mixture was stirred for an a... The reactants are [N+](=O)([O-])C1=C(C=C(C=C1)OC1=CC=CC=C1)C (2-nitro-5-phenoxytoluene), C(C)OC(N(C)C)OCC (dimethylformamide diethylacetal), N1CCCC1 (pyrrolidine). The solvent is CN(C=O)C (dimethylformamide). Reaction conditions: temperature 120 celsius, time 1 hour. Product: O(C1=CC=CC=C1)C=1C=C2C=CNC2=CC1 (5-phenoxyindole). Yield: 27.7%. As a reaction SMILES: [N+:1]([C:4]1[CH:9]=[CH:8][C:7]([O:10][C:11]2[CH:16]=[CH:15][CH:14]=[CH:13][CH:12]=2)=[CH:6][C:5]=1[CH3:17])([O-])=O.[CH2:18](OC(OCC)N(C)C)C.N1CCCC1>CN(C)C=O>[O:10]([C:7]1[CH:6]=[C:5]2[C:4](=[CH:9][CH:8]=1)[NH:1][CH:18]=[CH:17]2)[C:11]1[CH:16]=[CH:15][CH:14]=[CH:13][CH:12]=1. Reported procedure: A solution of 2-nitro-5-phenoxytoluene (2.06 g) in dimethylformamide (30 ml) containing dimethylformamide diethylacetal (1.57 g) and pyrrolidine (0.77 g) was heated at 120° C. for 2 hours. Solvent was removed at reduced pressure and the residue dissolved in methanol. Raney Nickel (one spatula measure) was added followed by hydrazine hydrate (3×0.5 ml portions, one portion every 30 minutes). The mixture was stirred for a further 1 hour after the final portion of hydrazine hydrate was added, the m... The reactants are COCCCN1C(=O)COc2ccc(COC3CN(C(=O)OC(C)(C)C)CCC3c3ccc(C(=O)OC)cc3)cc21, [Na+], C1COCCO1, [OH-]. The product is COCCCN1C(=O)COc2ccc(COC3CN(C(=O)OC(C)(C)C)CCC3c3ccc(C(=O)O)cc3)cc21. As a reaction SMILES: [CH3:1][O:2][C:3](=[O:4])[c:5]1[cH:6][cH:7][c:8]([CH:11]2[CH:12]([O:24][CH2:25][c:26]3[cH:27][cH:28][c:29]4[c:30]([cH:41]3)[N:31]([CH2:36][CH2:37][CH2:38][O:39][CH3:40])[C:32](=[O:35])[CH2:33][O:34]4)[CH2:13][N:14]([C:17](=[O:18])[O:19][C:20]([CH3:21])([CH3:22])[CH3:23])[CH2:15][CH2:16]2)[cH:9][cH:10]1.[Na+:43].[O:44]1[CH2:45][CH2:46][O:47][CH2:48][CH2:49]1.[OH-:42]>>[O:2]=[C:3]([OH:4])[c:5]1[cH:6][cH:7][c:8]([CH:11]2[CH:12]([O:24][CH2:25][c:26]3[cH:27][cH:28][c:29]4[c:30]([cH:41]3)[N:31]([CH2:36][CH2:37][CH2:38][O:39][CH3:40])[C:32](=[O:35])[CH2:33][O:34]4)[CH2:13][N:14]([C:17](=[O:18])[O:19][C:20]([CH3:21])([CH3:22])[CH3:23])[CH2:15][CH2:16]2)[cH:9][cH:10]1. Starting materials: CC(=O)Cl, CO, COc1ccc(Oc2c(C)cc(CC(=O)O)cc2C)cc1C(C)C. Product: COC(=O)Cc1cc(C)c(Oc2ccc(OC)c(C(C)C)c2)c(C)c1. As a reaction SMILES: [CH3:1][C:2](=[O:3])[Cl:4].[CH3:29][OH:30].[CH3:5][c:6]1[cH:7][c:8]([CH2:25][C:26](=[O:27])[OH:28])[cH:9][c:10]([CH3:24])[c:11]1[O:12][c:13]1[cH:14][c:15]([CH:21]([CH3:22])[CH3:23])[c:16]([O:19][CH3:20])[cH:17][cH:18]1>>[CH3:1][O:28][C:26]([CH2:25][c:8]1[cH:7][c:6]([CH3:5])[c:11]([O:12][c:13]2[cH:14][c:15]([CH:21]([CH3:22])[CH3:23])[c:16]([O:19][CH3:20])[cH:17][cH:18]2)[c:10]([CH3:24])[cH:9]1)=[O:27]. Reactants: Cc1cn2cccc(CO)c2n1, ClCCl, O=S(Cl)Cl. Product: Cc1cn2cccc(CCl)c2n1. Reaction SMILES: [CH3:1][c:2]1[n:3][c:4]2[n:5]([cH:6][cH:7][cH:8][c:9]2[CH2:10][OH:11])[cH:12]1.[Cl:17][CH2:18][Cl:19].[S:13]([Cl:14])([Cl:15])=[O:16]>>[CH3:1][c:2]1[n:3][c:4]2[n:5]([cH:6][cH:7][cH:8][c:9]2[CH2:10][Cl:15])[cH:12]1. RXN SMILES: [Br:1][c:2]1[c:3]([CH2:27][CH3:28])[n:4][c:5]([CH2:24][CH2:25][CH3:26])[n:6]([CH2:9][c:10]2[cH:11][cH:12][c:13](-[c:16]3[c:17]([C:22]#[N:23])[cH:18][cH:19][cH:20][cH:21]3)[cH:14][cH:15]2)[c:7]1=[O:8].[C:39](=[O:40])([O-:41])[O-:42].[CH2:45]1[O:46][CH2:47][CH2:48][O:49][CH2:50]1.[CH3:51][CH2:52][O:53][C:54](=[O:55])[CH3:56].[Cs+:43].[Cs+:44].[OH:29][B:30]([OH:31])[c:32]1[cH:33][cH:34][c:35]([F:36])[cH:37][cH:38]1>>[c:2]1(-[c:32]2[cH:33][cH:34][c:35]([F:36])[cH:37][cH:38]2)[c:3]([CH2:27][CH3:28])[n:4][c:5]([CH2:24][CH2:25][CH3:26])[n:6]([CH2:9][c:10]2[cH:11][cH:12][c:13](-[c:16]3[c:17]([C:22]#[N:23])[cH:18][cH:19][cH:20][cH:21]3)[cH:14][cH:15]2)[c:7]1=[O:8]. The reactants are CCCc1nc(CC)c(Br)c(=O)n1Cc1ccc(-c2ccccc2C#N)cc1, O=C([O-])[O-], C1COCCO1, CCOC(C)=O, [Cs+], [Cs+], OB(O)c1ccc(F)cc1. The product is CCCc1nc(CC)c(-c2ccc(F)cc2)c(=O)n1Cc1ccc(-c2ccccc2C#N)cc1. Starting materials: P(O)(O)(O)=O (phosphoric acid), O.O.O.O.O.O.[N+](=O)([O-])[O-].[Zn+2].[N+](=O)([O-])[O-] (zinc nitrate hexahydrate). The solvent is O (water). Product: P(=O)([O-])([O-])[O-].[Zn+2].P(=O)([O-])([O-])[O-].[Zn+2].[Zn+2] (zinc phosphate). As a reaction SMILES: [P:1](=[O:5])([OH:4])([OH:3])[OH:2].O.O.O.O.O.O.[N+]([O-])([O-])=O.[Zn+2:16].[N+]([O-])([O-])=O>O>[P:1]([O-:5])([O-:4])([O-:3])=[O:2].[Zn+2:16].[P:1]([O-:5])([O-:4])([O-:3])=[O:2].[Zn+2:16].[Zn+2:16] |f:1.2.3.4.5.6.7.8.9,11.12.13.14.15|. Procedure: 7,000 g of water and 553 g of 85% phosphoric acid were mixed, and 1,190 g of zinc nitrate hexahydrate was dissolved therein to obtain an aqueous zinc phosphate solution having a phosphorus/zinc molar ratio of 1.20. The reactants are CS(C)=O, FC(F)(F)I, [Fe+2], Cn1c(N)cc(=O)n(C)c1=O, OO, O=S(=O)(O)O, O=S(=O)([O-])[O-]. Yields the product Cn1c(N)c(C(F)(F)F)c(=O)n(C)c1=O. Reaction SMILES: [CH3:30][S:31](=[O:32])[CH3:33].[F:17][C:18]([F:19])([F:20])[I:21].[Fe+2:29].[NH2:1][c:2]1[cH:3][c:4](=[O:11])[n:5]([CH3:10])[c:6](=[O:9])[n:7]1[CH3:8].[OH:22][OH:23].[S:12](=[O:13])(=[O:14])([OH:15])[OH:16].[S:24]([O-:25])([O-:26])(=[O:27])=[O:28]>>[NH2:1][c:2]1[c:3]([C:18]([F:17])([F:19])[F:20])[c:4](=[O:11])[n:5]([CH3:10])[c:6](=[O:9])[n:7]1[CH3:8]. Starting materials: CuBr-, C(C)(C)[C@@H]1N(C(OC1)=O)C(C=C)=O ((S)-4-Isopropyl-3-propenoyl-oxazolidin-2-one), Mg, [NH4+].[Cl-] (NH4Cl), BrCCC(=C)C (4-bromo-2-methyl-1-butene). Solvent: C1CCOC1 (THF), C1CCOC1 (THF), C1CCOC1 (THF). Run at time 30 minute. The product is C(C)(C)[C@@H]1N(C(OC1)=O)C(CCCCC(=C)C)=O ((S)-4-Isopropyl-3-(6-methylhept-6-enoyl)-oxazolidin-2-one). Yield: 79.7%. Reaction SMILES: Br[CH2:2][CH2:3][C:4]([CH3:6])=[CH2:5].[CH:7]([C@H:10]1[CH2:14][O:13][C:12](=[O:15])[N:11]1[C:16](=[O:19])[CH:17]=[CH2:18])([CH3:9])[CH3:8].[NH4+].[Cl-]>C1COCC1>[CH:7]([C@H:10]1[CH2:14][O:13][C:12](=[O:15])[N:11]1[C:16](=[O:19])[CH2:17][CH2:18][CH2:2][CH2:3][C:4]([CH3:6])=[CH2:5])([CH3:9])[CH3:8] |f:2.3|. Procedure details: 47 mg (1.9 mmol) of Mg chips is stirred at room temperature (or while being heated intermittently) in 1.5 ml of absolute THF with 283 mg (1.9 mmol) of 4-bromo-2-methyl-1-butene, until all Mg has gone into solution. This Grignard solution is mixed at -30° C. with a suspension of 197 mg (1.00 mmol) of CuBr--Me2S in 1.5 ml of absolute THF. It is stirred for 30 minutes at this temperature; 117 mg (0.64 mmol) of 20 on 2 ml of absolute THF is added; it is stirred for 16 hours at -10° C. and hydrolyzed... Starting materials: OCCN(C1=CC(=C(C#N)C=C1)C(F)(F)F)CC(F)(F)F (4-[(2-hydroxyethyl)(2,2,2-trifluoroethyl)amino]-2-(trifluoromethyl)benzonitrile), N1C=NC(C=C1)=O (4(1H)-pyrimidinone). Run in COCCOC (DME). Product: N1=CN=C(C=C1)OCCN(C1=CC(=C(C#N)C=C1)C(F)(F)F)CC(F)(F)F (4-[[2-(4-Pyrimidinyloxy)ethyl](2,2,2-trifluoroethyl)amino]-2-(trifluoromethyl)benzonitrile). Reaction SMILES: [OH:1][CH2:2][CH2:3][N:4]([CH2:17][C:18]([F:21])([F:20])[F:19])[C:5]1[CH:12]=[CH:11][C:8]([C:9]#[N:10])=[C:7]([C:13]([F:16])([F:15])[F:14])[CH:6]=1.[NH:22]1[CH:27]=[CH:26][C:25](=O)[N:24]=[CH:23]1>COCCOC>[N:22]1[CH:27]=[CH:26][C:25]([O:1][CH2:2][CH2:3][N:4]([CH2:17][C:18]([F:19])([F:20])[F:21])[C:5]2[CH:12]=[CH:11][C:8]([C:9]#[N:10])=[C:7]([C:13]([F:15])([F:16])[F:14])[CH:6]=2)=[N:24][CH:23]=1. Reported procedure: Synthesized as described in Example 27B from 4-[(2-hydroxyethyl)(2,2,2-trifluoroethyl)amino]-2-(trifluoromethyl)benzonitrile (Example 15B) and 4(1H)-pyrimidinone, using dry DME as the reaction solvent: MS (ESI) m/z 391 (M+1).